This data is from the Open Reaction Database (ORD), a public repository of structured organic reaction records. The task is: describe an organic reaction: reactants, conditions, products, and yield The reactants are COC(=O)C=1SC(=CC1)C(CC=C)(COC1=CC(=C(C(=C1)C)C1=CC=C(C=C1)C(F)(F)F)C)CC=C (5-[1-allyl-1-(2,6-dimethyl-4′-trifluoromethyl-biphenyl-4-yloxymethyl)-but-3-enyl]-thiophene-2-carboxylic acid methyl ester), [Li+].[OH-] (LiOH), Cl (HCl). Solvent: C1CCOC1 (THF). Run at temperature 70 celsius, time 8 hour. Product: C(C=C)C(CC=C)(COC1=CC(=C(C(=C1)C)C1=CC=C(C=C1)C(F)(F)F)C)C1=CC=C(S1)C(=O)O (5-[1-allyl-1-(2,6-dimethyl-4′-trifluoromethyl-biphenyl-4-yloxymethyl)-but-3-enyl]-thiophene-2-carboxylic acid). Isolated yield 94.6%. RXN SMILES: C[O:2][C:3]([C:5]1[S:6][C:7]([C:10]([CH2:34][CH:35]=[CH2:36])([CH2:14][O:15][C:16]2[CH:21]=[C:20]([CH3:22])[C:19]([C:23]3[CH:28]=[CH:27][C:26]([C:29]([F:32])([F:31])[F:30])=[CH:25][CH:24]=3)=[C:18]([CH3:33])[CH:17]=2)[CH2:11][CH:12]=[CH2:13])=[CH:8][CH:9]=1)=[O:4].[Li+].[OH-].Cl>C1COCC1>[CH2:11]([C:10]([C:7]1[S:6][C:5]([C:3]([OH:4])=[O:2])=[CH:9][CH:8]=1)([CH2:14][O:15][C:16]1[CH:17]=[C:18]([CH3:33])[C:19]([C:23]2[CH:28]=[CH:27][C:26]([C:29]([F:30])([F:31])[F:32])=[CH:25][CH:24]=2)=[C:20]([CH3:22])[CH:21]=1)[CH2:34][CH:35]=[CH2:36])[CH:12]=[CH2:13] |f:1.2|. Procedure details: A solution of 5-[1-allyl-1-(2,6-dimethyl-4′-trifluoromethyl-biphenyl-4-yloxymethyl)-but-3-enyl]-thiophene-2-carboxylic acid methyl ester (0.186 g, 0.361 mmol) in THF (4.0 mL) is treated with LiOH (1N aqueous, 4.0 mL, 4.0 mmol), warmed to 70° C., and stirred overnight. The reaction mixture is cooled to rt., acidified with HCl (1N aqueous, 4.2 mL), and extracted with EtOAc (3×10 mL). The combined extracts are dried over MgSO4, filtered, and conc. to provide 5-[1-allyl-1-(2,6-dimethyl-4′-trifluorom... The reactants are O (Water), BrC1=CC=C(C=C1)F (1-Bromo-4-fluorobenzene), FC(C=N[C@@H](CC(C)(C)C)C12OCC(CO1)(CO2)C)(C2=NC=CC=C2)F ((2,2-Difluoro-2-pyridin-2-ylethylidene)-[3,3-dimethyl-1(S)-(4-methyl-2,6,7-trioxabicyclo[2.2.2]oct-1-yl)butyl]amine), [Li]CCCC (nBuLi). The solvent is CCOCC (ether). Reaction conditions: temperature 40 celsius, time 2 hour. Yields the product FC([C@H](C1=CC=C(C=C1)F)N[C@@H](CC(C)(C)C)C12OCC(CO1)(CO2)C)(C2=NC=CC=C2)F ([2,2-difluoro-1(S)-(4-fluorophenyl)-2-pyridin-2-ylethyl]-[3,3-dimethyl-1(S)-(4-methyl-2,6,7-trioxabicyclo[2.2.2]oct-1-yl)butyl]amine). The yield is 17.8%. RXN SMILES: Br[C:2]1[CH:7]=[CH:6][C:5]([F:8])=[CH:4][CH:3]=1.[Li]CCCC.[F:14][C:15]([F:39])([C:33]1[CH:38]=[CH:37][CH:36]=[CH:35][N:34]=1)[CH:16]=[N:17][C@H:18]([C:24]12[O:31][CH2:30][C:27]([CH3:32])([CH2:28][O:29]1)[CH2:26][O:25]2)[CH2:19][C:20]([CH3:23])([CH3:22])[CH3:21].O>CCOCC>[F:39][C:15]([F:14])([C:33]1[CH:38]=[CH:37][CH:36]=[CH:35][N:34]=1)[C@@H:16]([NH:17][C@H:18]([C:24]12[O:25][CH2:26][C:27]([CH3:32])([CH2:28][O:29]1)[CH2:30][O:31]2)[CH2:19][C:20]([CH3:23])([CH3:22])[CH3:21])[C:2]1[CH:7]=[CH:6][C:5]([F:8])=[CH:4][CH:3]=1. Procedure details: 1-Bromo-4-fluorobenzene (1.12 g, 6.4 mmol) of was dissolved in ether (20 ml) and cooled to −78° C. nBuLi (2.56 ml, 2.5M, 6.4 mmol) was added and the reaction mixture was stirred for 1 h. (2,2-Difluoro-2-pyridin-2-ylethylidene)-[3,3-dimethyl-1(S)-(4-methyl-2,6,7-trioxabicyclo[2.2.2]oct-1-yl)butyl]amine (1.18 g, 3.2 mmol) was added and stirring was continued for 2 h while the solution was allowed to warm up to 40° C. Water (5 ml) was added and the reaction mixture was allowed to warm to room tempe...